From a dataset of the Open Reaction Database (ORD), a public repository of structured organic reaction records. describe an organic reaction: reactants, conditions, products, and yield Reactants: CN (methylamine), COC1=C(C=CC=C1)C=1SC(=C(N1)C)C(=O)OCC (ethyl 2-(2-methoxyphenyl)-4-methylthiazole-5-carboxylate). Solvent: C(C)O (ethanol). The product is CC1=C(SC(=N1)C2=CC=CC=C2OC)C(=O)NC (2-(2-methoxyphenyl)-4-methylthiazole-5-methylcarboxamide). Yield: 72.0%. As a reaction SMILES: [CH3:1][NH2:2].[CH3:3][O:4][C:5]1[CH:10]=[CH:9][CH:8]=[CH:7][C:6]=1[C:11]1[S:12][C:13]([C:17]([O:19]CC)=O)=[C:14]([CH3:16])[N:15]=1>C(O)C>[CH3:16][C:14]1[N:15]=[C:11]([C:6]2[C:5]([O:4][CH3:3])=[CH:10][CH:9]=[CH:8][CH:7]=2)[S:12][C:13]=1[C:17]([NH:2][CH3:1])=[O:19]. Reported procedure: Into a mixed solvent of 80 ml of 40% methylamine and 600 ml of ethanol, 13.9 g of ethyl 2-(2-methoxyphenyl)-4-methylthiazole-5-carboxylate was dissolved. Then, in a similar manner in Example 1, the object was obtained as colourless aciculate melting at 167.5° to 168.5° C. in an amount of 9.4 g corresponding to the yield of 72%.